This data is from the Open Reaction Database (ORD), a public repository of structured organic reaction records. The task is: describe an organic reaction: reactants, conditions, products, and yield Reactants: OCC1=CN=NN1C=1C=C(C=CC1)C1=NC2=C(NC(C1)=O)C=C(C(=C2)N(C)CC(C)C)C (4-[3-(5-hydroxymethyl-[1,2,3]triazol-1-yl)-phenyl]-7-(isobutyl-methyl-amino)-8-methyl-1,3-dihydro-benzo[b][1,4]diazepin-2-one), S(=O)(Cl)Cl (thionylchloride), [Cl-] (chloride), N1CCCC1 (pyrrolidine), CN(C)C=O (DMF). Run in ClCCl (dichloromethane). The product is C(C(C)C)N(C1=CC2=C(NC(CC(=N2)C2=CC(=CC=C2)N2N=CN=C2CN2CCCC2)=O)C=C1C)C (7-(Isobutyl-methyl-amino)-8-methyl-4-[3-(5-pyrrolidin-1-ylmethyl-[1,2,4]triazol-1-yl)-phenyl]-1,3-dihydro-benzo[b][1,4]diazepin-2-one), solid. Yield: 52.0%. As a reaction SMILES: OC[C:3]1[N:7]([C:8]2[CH:9]=[C:10]([C:14]3[CH2:20][C:19](=[O:21])[NH:18][C:17]4[CH:22]=[C:23]([CH3:32])[C:24]([N:26]([CH2:28][CH:29]([CH3:31])[CH3:30])[CH3:27])=[CH:25][C:16]=4[N:15]=3)[CH:11]=[CH:12][CH:13]=2)[N:6]=[N:5][CH:4]=1.S(Cl)(Cl)=O.[Cl-].N1[CH2:42][CH2:41][CH2:40][CH2:39]1.[CH3:43][N:44](C=O)C>ClCCl>[CH2:28]([N:26]([CH3:27])[C:24]1[C:23]([CH3:32])=[CH:22][C:17]2[NH:18][C:19](=[O:21])[CH2:20][C:14]([C:10]3[CH:11]=[CH:12][CH:13]=[C:8]([N:7]4[C:3]([CH2:4][N:5]5[CH2:39][CH2:40][CH2:41][CH2:42]5)=[N:44][CH:43]=[N:6]4)[CH:9]=3)=[N:15][C:16]=2[CH:25]=1)[CH:29]([CH3:31])[CH3:30]. Procedure: The title compound was prepared from 4-[3-(5-hydroxymethyl-[1,2,3]triazol-1-yl)-phenyl]-7-(isobutyl-methyl-amino)-8-methyl-1,3-dihydro-benzo[b][1,4]diazepin-2-one (Example 132) (180 mg, 0.42 mmol) by reaction with thionylchloride in dichloromethane and subsequent treatment of the corresponding chloride with pyrrolidine in DMF according to the method described in Example 45. Obtained as an off-white solid (106 mg, 52%). Reactants: NC(=NO)C1CC(F)CN1C(=O)OCc1ccccc1, COC(=O)C#CC(=O)OC, ClC(Cl)Cl. Product: COC(=O)C=C(ON=C(N)C1CC(F)CN1C(=O)OCc1ccccc1)C(=O)OC. Reaction SMILES: [CH2:1]([c:2]1[cH:3][cH:4][cH:5][cH:6][cH:7]1)[O:8][C:9](=[O:10])[N:11]1[CH:12]([C:17](=[N:18][OH:19])[NH2:20])[CH2:13][CH:14]([F:16])[CH2:15]1.[CH3:21][O:22][C:23](=[O:24])[C:25]#[C:26][C:27](=[O:28])[O:29][CH3:30].[CH:31]([Cl:32])([Cl:33])[Cl:34]>>[CH2:1]([c:2]1[cH:3][cH:4][cH:5][cH:6][cH:7]1)[O:8][C:9](=[O:10])[N:11]1[CH:12]([C:17](=[N:18][O:19][C:25]([C:23]([O:22][CH3:21])=[O:24])=[CH:26][C:27](=[O:28])[O:29][CH3:30])[NH2:20])[CH2:13][CH:14]([F:16])[CH2:15]1.